describe an organic reaction: reactants, conditions, products, and yield From a dataset of the Open Reaction Database (ORD), a public repository of structured organic reaction records. Reactants: Cn1cc2c(CO)c(Br)ccc2n1, CS(C)=O, CCOCC, O=C(O)c1ccccc1I(=O)=O. The product is Cn1cc2c(C=O)c(Br)ccc2n1. As a reaction SMILES: [Br:1][c:2]1[c:3]([CH2:12][OH:13])[c:4]2[cH:5][n:6]([CH3:11])[n:7][c:8]2[cH:9][cH:10]1.[CH3:26][S:27](=[O:28])[CH3:29].[CH3:30][CH2:31][O:32][CH2:33][CH3:34].[I:14]([c:15]1[cH:16][cH:17][cH:18][cH:19][c:20]1[C:21]([OH:22])=[O:23])(=[O:24])=[O:25]>>[Br:1][c:2]1[c:3]([CH:12]=[O:13])[c:4]2[cH:5][n:6]([CH3:11])[n:7][c:8]2[cH:9][cH:10]1. Reactants: [BH4-].[Na+] (NaBH4), C(=O)C=1C=CC2=C(C=C(C(O2)C(F)(F)F)C(=O)O)C1 (6-formyl-2-(trifluoromethyl)-2H-1-benzopyran-3-carboxylic acid), [BH4-].[Na+] (NaBH4). Run in C(C)O (ethanol). Run at time 3 hour. Yields the product OCC=1C=CC2=C(C=C(C(O2)C(F)(F)F)C(=O)O)C1 (6-Hydroxymethyl-2-(trifluoromethyl)-2H-1-benzopyran-3-carboxylic Acid). Yield: 31.3%. As a reaction SMILES: [CH:1]([C:3]1[CH:4]=[CH:5][C:6]2[O:11][CH:10]([C:12]([F:15])([F:14])[F:13])[C:9]([C:16]([OH:18])=[O:17])=[CH:8][C:7]=2[CH:19]=1)=[O:2].[BH4-].[Na+]>C(O)C>[OH:2][CH2:1][C:3]1[CH:4]=[CH:5][C:6]2[O:11][CH:10]([C:12]([F:14])([F:15])[F:13])[C:9]([C:16]([OH:18])=[O:17])=[CH:8][C:7]=2[CH:19]=1 |f:1.2|. Procedure details: To a chilled (ice bath), stirred solution of 6-formyl-2-(trifluoromethyl)-2H-1-benzopyran-3-carboxylic acid (Example 75, Step 2) (0.133 g, 0.489 mmol) in THE (1 mL) and ethanol (1 mL) in a 10 mL round bottom flask was added NaBH4 (0.020 g, 0.528 mmol) in two portions. The reaction was allowed to warm to room temperature and more NaBH4 (0.050 g, 1.322 mmol) was added. The total reaction time was 3 hours. The reaction was quenched with aqueous HCl (1 N solution) and was extracted with chloroform. ... Starting materials: Cl (hydrochloric acid), OC=1C=C(C=CC1O)CC(=O)O (3,4-dihydroxyphenylacetic acid), BrCCCBr (1,3-dibromopropane), [OH-].[K+] (potassium hydroxide). The solvent is O (water). Product: O1OCCCC2=C1C=CC(=C2)CC(=O)O ((Benzodioxepan-7-yl)acetic acid). The yield is 22.6%. Reaction SMILES: O[C:2]1[CH:3]=[C:4]([CH2:9][C:10]([OH:12])=[O:11])[CH:5]=[CH:6][C:7]=1[OH:8].Br[CH2:14][CH2:15][CH2:16]Br.[OH-:18].[K+].Cl>O>[O:8]1[C:7]2[CH:6]=[CH:5][C:4]([CH2:9][C:10]([OH:12])=[O:11])=[CH:3][C:2]=2[CH2:16][CH2:15][CH2:14][O:18]1 |f:2.3|. Reported procedure: A mixture of 3,4-dihydroxyphenylacetic acid (5.0 g), 1,3-dibromopropane (7.2 g) and potassium hydroxide (7.3 g) in water (25 ml) was heated under reflux for 17 hours, acidified to pH 1 with 2M hydrochloric acid and extracted several times into methylene chloride. The combined organic extracts were dried over magnesium sulphate and evaporated. The residue was purified by chromatography on silica (75 g) using methylene chloride plus 0-2% acetic acid as the eluant. Appropriate fractions were combin... Reactants: COC=1C=C(C=O)C(=CN1)OCC=1C(=NC=CC1)C1=C(C=NN1C1OCCCC1)C (2-methoxy-5-((2-(4-methyl-1-(tetrahydro-2H-pyran-2-yl)-1H-pyrazol-5-yl)pyridin-3-yl)methoxy)isonicotinaldehyde), Cl (HCl). Run in CCO (EtOH). Conditions: time 8 hour. Product: COC=1C=C(C=O)C(=CN1)OCC=1C(=NC=CC1)C1=C(C=NN1)C (2-methoxy-5-((2-(4-methyl-1H-pyrazol-5-yl)pyridin-3-yl)methoxy)isonicotinaldehyde). Yield: 45.7%. RXN SMILES: [CH3:1][O:2][C:3]1[CH:4]=[C:5]([C:8]([O:11][CH2:12][C:13]2[C:14]([C:19]3[N:23](C4CCCCO4)[N:22]=[CH:21][C:20]=3[CH3:30])=[N:15][CH:16]=[CH:17][CH:18]=2)=[CH:9][N:10]=1)[CH:6]=[O:7].Cl>CCO>[CH3:1][O:2][C:3]1[CH:4]=[C:5]([C:8]([O:11][CH2:12][C:13]2[C:14]([C:19]3[NH:23][N:22]=[CH:21][C:20]=3[CH3:30])=[N:15][CH:16]=[CH:17][CH:18]=2)=[CH:9][N:10]=1)[CH:6]=[O:7]. Reported procedure: To 2-methoxy-5-((2-(4-methyl-1-(tetrahydro-2H-pyran-2-yl)-1H-pyrazol-5-yl)pyridin-3-yl)methoxy)isonicotinaldehyde (110 mg, 0.27 mmol, 1 equiv) suspended in EtOH (1 mL) was added HCl (1.0 mL, 3 N). The solution turned homogeneous and the mixture was stirred at rt overnight. The EtOH was partially removed by blowing in N2 gas and basified to pH 9. The aqueous solution was extracted with EtOAc three times. The organic layer was dried over Na2SO4 and concentrated. The crude was purified on silica ge... The reactants are Cc1ccc(Br)cc1[N+](=O)[O-], O=C1CCC(=O)N1Br, CCOC(=O)CN, CCO, CCOC(C)=O, Cl, [Na+], O=C([O-])O, O=C(OO)c1ccccc1, c1ccccc1. Yields the product CCOC(=O)CNCc1ccc(Br)cc1[N+](=O)[O-]. Reaction SMILES: [Br:1][c:2]1[cH:3][c:4]([N+:9](=[O:10])[O-:11])[c:5]([CH3:8])[cH:6][cH:7]1.[Br:22][N:23]1[C:24](=[O:25])[CH2:26][CH2:27][C:28]1=[O:29].[CH2:31]([CH3:32])[O:33][C:34]([CH2:35][NH2:36])=[O:37].[CH3:49][CH2:50][OH:51].[CH3:52][CH2:53][O:54][C:55](=[O:56])[CH3:57].[ClH:30].[Na+:38].[OH:39][C:40](=[O:41])[O-:42].[cH:12]1[c:13]([C:14]([O:15][OH:16])=[O:17])[cH:18][cH:19][cH:20][cH:21]1.[cH:43]1[cH:44][cH:45][cH:46][cH:47][cH:48]1>>[Br:1][c:2]1[cH:3][c:4]([N+:9](=[O:10])[O-:11])[c:5]([CH2:8][NH:36][CH2:35][C:34]([O:33][CH2:31][CH3:32])=[O:37])[cH:6][cH:7]1. Starting materials: Br.NCC(C)C1=CC=C(C=C1)O ((±)-4-(2-amino-1-methylethyl)phenol hydrobromide), C(C)(=O)OCC (ethyl acetate), C([O-])([O-])=O.[K+].[K+] (potassium carbonate), C(C1=CC=CC=C1)OC(=O)Cl (benzyloxycarbonyl chloride). Solvent: O (water). Conditions: time 8 hour. Yields the product C(C1=CC=CC=C1)OC(=O)NCC(C)C1=CC=C(C=C1)O ((±)-4-(2-benzyloxycarbonylamino-1-methylethyl)phenol). Isolated yield 84.5%. Reaction SMILES: Br.[NH2:2][CH2:3][CH:4]([C:6]1[CH:11]=[CH:10][C:9]([OH:12])=[CH:8][CH:7]=1)[CH3:5].C(OCC)(=O)C.C(=O)([O-])[O-].[K+].[K+].[CH2:25]([O:32][C:33](Cl)=[O:34])[C:26]1[CH:31]=[CH:30][CH:29]=[CH:28][CH:27]=1>O>[CH2:25]([O:32][C:33]([NH:2][CH2:3][CH:4]([C:6]1[CH:7]=[CH:8][C:9]([OH:12])=[CH:10][CH:11]=1)[CH3:5])=[O:34])[C:26]1[CH:31]=[CH:30][CH:29]=[CH:28][CH:27]=1 |f:0.1,3.4.5|. Procedure: A mixture of 4.64 g of (±)-4-(2-amino-1-methylethyl)phenol hydrobromide, 100 ml of ethyl acetate, 6.92 g of potassium carbonate, 40 ml of water and 3.75 g of benzyloxycarbonyl chloride is stirred at room temperature overnight. After the reaction, the ethyl acetate layer is separated therefrom, washed, dried, and then evaporated under reduced pressure to remove the solvent. 4.82 g of (±)-4-(2-benzyloxycarbonylamino-1-methylethyl)phenol are obtained as pale yellow oil.